From a dataset of the Open Reaction Database (ORD), a public repository of structured organic reaction records. describe an organic reaction: reactants, conditions, products, and yield Reaction SMILES: C[O:2][C:3](=[O:36])[CH2:4][O:5][C:6]1[CH:15]=[CH:14][C:13]([S:16][CH2:17][C:18]2[CH:23]=[CH:22][CH:21]=[C:20]([O:24][CH2:25][C:26]3[CH:31]=[CH:30][C:29]([C:32]([F:35])([F:34])[F:33])=[CH:28][CH:27]=3)[CH:19]=2)=[C:12]2[C:7]=1[CH2:8][CH2:9][CH2:10][O:11]2.C(O)(C(F)(F)F)=O.[K+].[Br-]>C(#N)C.O>[F:35][C:32]([F:33])([F:34])[C:29]1[CH:28]=[CH:27][C:26]([CH2:25][O:24][C:20]2[CH:19]=[C:18]([CH:23]=[CH:22][CH:21]=2)[CH2:17][S:16][C:13]2[CH:14]=[CH:15][C:6]([O:5][CH2:4][C:3]([OH:36])=[O:2])=[C:7]3[C:12]=2[O:11][CH2:10][CH2:9][CH2:8]3)=[CH:31][CH:30]=1 |f:2.3,4.5|. Solvent: C(C)#N.O (acetonitrile water). Product: FC(C1=CC=C(COC=2C=C(CSC=3C=CC(=C4CCCOC34)OCC(=O)O)C=CC2)C=C1)(F)F ({8-[3-(4-Trifluoromethyl-benzyloxy)-benzylsulfanyl]-chroman-5-yloxy}-acetic acid). Starting materials: COC(COC1=C2CCCOC2=C(C=C1)SCC1=CC(=CC=C1)OCC1=CC=C(C=C1)C(F)(F)F)=O ({8-[3-(4-Trifluoromethyl-benzyloxy)-benzylsulfanyl]-chroman-5-yloxy}-acetic acid methyl ester), C(=O)(C(F)(F)F)O (TFA), [K+].[Br-] (KBr). Procedure details: The title compound was prepared in the manner analogous to Example 1 using 84A. mp 113-115° C.; HPLC: area %=97.30, r.t.=3.140 min, γ=214 nm, mobile phase=acetonitrile/water w/0.10% TFA; IR (KBr) cm−1: 2952, 2577, 1742, 1582, 1323, 1120; 400 MHz 1H NMR (DMSO-d6): δ 87.67-7.74 (m, 2H), 7.56-7.63 (m, 2H); 7.13 (t, 1H, J=7.8 Hz), 6.76-6.93 (m, 4H), 6.22 (d, 1H, J=8.7 Hz), 5.08 (s, 2H), 4.45 (s, 2H), 4.08 (t, 2H, J=4.8 Hz), 3.91 (s, 2H), 2.54 (t, 2H, J=6.6 Hz), 1.82 (pentet, 2H); MS m/z 505 (M+1). A...